Dataset: the Open Reaction Database (ORD), a public repository of structured organic reaction records. Task: describe an organic reaction: reactants, conditions, products, and yield Starting materials: CC(C)(C)c1cccc(Br)c1, [Li]C(C)(C)C, CCCC[Sn](Cl)(CCCC)CCCC, CCCCC, C1CCOC1. The product is CCCC[Sn](CCCC)(CCCC)c1cccc(C(C)(C)C)c1. RXN SMILES: [Br:11][c:12]1[cH:13][c:14]([C:18]([CH3:19])([CH3:20])[CH3:21])[cH:15][cH:16][cH:17]1.[C:1]([Li:2])([CH3:3])([CH3:4])[CH3:5].[CH2:22]([CH2:23][CH2:24][CH3:25])[Sn:26]([CH2:27][CH2:28][CH2:29][CH3:30])([CH2:31][CH2:32][CH2:33][CH3:34])[Cl:35].[CH3:6][CH2:7][CH2:8][CH2:9][CH3:10].[O:36]1[CH2:37][CH2:38][CH2:39][CH2:40]1>>[c:12]1([Sn:26]([CH2:22][CH2:23][CH2:24][CH3:25])([CH2:27][CH2:28][CH2:29][CH3:30])[CH2:31][CH2:32][CH2:33][CH3:34])[cH:13][c:14]([C:18]([CH3:19])([CH3:20])[CH3:21])[cH:15][cH:16][cH:17]1. Starting materials: C1CCOC1, CCOC(C)=O, O=S(=O)(c1ccc(Cl)cc1)N1C2CC(C3(O)CC3)CC1CC1(C2)OCCO1, [H-], CI, [Na+]. The product is COC1(C2CC3CC4(CC(C2)N3S(=O)(=O)c2ccc(Cl)cc2)OCCO4)CC1. As a reaction SMILES: [CH2:32]1[O:33][CH2:34][CH2:35][CH2:36]1.[CH3:37][CH2:38][O:39][C:40]([CH3:41])=[O:42].[Cl:3][c:4]1[cH:5][cH:6][c:7]([S:10](=[O:11])(=[O:12])[N:13]2[CH:14]3[CH2:15][C:16]4([CH2:17][CH:18]2[CH2:19][CH:20]([C:22]2([OH:25])[CH2:23][CH2:24]2)[CH2:21]3)[O:26][CH2:27][CH2:28][O:29]4)[cH:8][cH:9]1.[H-:1].[I:30][CH3:31].[Na+:2]>>[Cl:3][c:4]1[cH:5][cH:6][c:7]([S:10](=[O:11])(=[O:12])[N:13]2[CH:14]3[CH2:15][C:16]4([CH2:17][CH:18]2[CH2:19][CH:20]([C:22]2([O:25][CH3:31])[CH2:23][CH2:24]2)[CH2:21]3)[O:26][CH2:27][CH2:28][O:29]4)[cH:8][cH:9]1. The reactants are FC=1C=C(C2=C(CCC(O2)C(=O)OC)C1)I ((±)-methyl 6fluoro-3,4-dihydro-8-iodo-2H-1-benzopyran-2-carboxylate), FC(F)(F)[Si](C)(C)C ((trifluoromethyl)trimethylsilane), cuprous iodide, [F-].[K+] (kalium fluoride), Cl (hydrochloric acid). Reagents/catalysts: [Fe](Cl)(Cl)Cl (iron (III) chloride). Solvent: CN(C)C=O (DMF), CN1C(CCC1)=O (1-methyl-2-pyrrolidinone), O (water). Run at temperature 60 celsius, time 3 hour. Yields the product FC=1C=C(C2=C(CCC(O2)C(=O)OC)C1)C(F)(F)F ((±)-methyl 6-fluoro-3,4-dihydro-8-(trifluoromethyl)-2H-1-benzopyran-2-carboxylate). The yield is 16.6%. Reaction SMILES: [F:1][C:2]1[CH:3]=[C:4](I)[C:5]2[O:10][CH:9]([C:11]([O:13][CH3:14])=[O:12])[CH2:8][CH2:7][C:6]=2[CH:15]=1.[F:17][C:18]([Si](C)(C)C)([F:20])[F:19].[F-].[K+].Cl>CN(C=O)C.CN1CCCC1=O.O.[Fe](Cl)(Cl)Cl>[F:1][C:2]1[CH:3]=[C:4]([C:18]([F:20])([F:19])[F:17])[C:5]2[O:10][CH:9]([C:11]([O:13][CH3:14])=[O:12])[CH2:8][CH2:7][C:6]=2[CH:15]=1 |f:2.3|. Procedure: A suspension of (±)-methyl 6fluoro-3,4-dihydro-8-iodo-2H-1-benzopyran-2-carboxylate (0.026 mol), (trifluoromethyl)trimethylsilane (0.081 mol), cuprous iodide (0.1 mol) and kalium fluoride (0.081 mol) in a mixture of DMF (50 ml) and 1-methyl-2-pyrrolidinone (50 ml) was stirred for 3 h at 60° C. The cooled reaction mixture was poured out into a solution of iron (III) chloride (200 g) and hydrochloric acid (50 ml) in water (300 ml). This mixture was extracted three times with diethyl ether (150 ml)...